From a dataset of the Open Reaction Database (ORD), a public repository of structured organic reaction records. describe an organic reaction: reactants, conditions, products, and yield The reactants are Ice, C(C)(=O)OCC=1CS[C@H]2N(C1C(=O)[O-])C([C@H]2NC(CC=2SC=CC2)=O)=O (3-acetoxymethyl-7β-(2-thienylacetamido)-3-cephem-4-carboxylate), C([O-])(O)=O.[Na+] (sodium bicarbonate). Run in C1(=CC=CC=C1)OC (anisole). Run at time 5 minute. Product: C(C)(=O)OCC=1CS[C@H]2N(C1C(=O)O)C([C@H]2NC(CC=2SC=CC2)=O)=O (3-acetoxymethyl-7β-(2-thienylacetamido)-3-cephem-4-carboxylic acid). The yield is 94.4%. As a reaction SMILES: [C:1]([O:4][CH2:5][C:6]1[CH2:7][S:8][C@@H:9]2[C@H:16]([NH:17][C:18](=[O:25])[CH2:19][C:20]3[S:21][CH:22]=[CH:23][CH:24]=3)[C:15](=[O:26])[N:10]2[C:11]=1[C:12]([O-:14])=[O:13])(=[O:3])[CH3:2].C(=O)(O)[O-].[Na+]>C1(OC)C=CC=CC=1>[C:1]([O:4][CH2:5][C:6]1[CH2:7][S:8][C@@H:9]2[C@H:16]([NH:17][C:18](=[O:25])[CH2:19][C:20]3[S:21][CH:22]=[CH:23][CH:24]=3)[C:15](=[O:26])[N:10]2[C:11]=1[C:12]([OH:14])=[O:13])(=[O:3])[CH3:2] |f:1.2|. Procedure details: A suspension of p-methoxybenzyl dl-3-acetoxymethyl-7β-(2-thienylacetamido)-3-cephem-4-carboxylate (13.8 mg., 0.027 mMol) in anisole (70 μl.) is cooled in an ice-bath. Ice-cold trifluoroacetic acid (350 μl.) is added and the mixture is swirled to make it homogeneous. The resulting solution is kept at 0°C. for 5 minutes, then evaporated in vacuo at 0°C. to remove excess trifluoroacetic acid. The oily residue is allowed to warm to room temperature under vacuum, then diluted with anisole (0.5 ml.) a... Reactants: CCN(CC)CC1CCCCN1, CCCO, CC#N, O=C1Nc2cccnc2N(C(=O)CCl)c2ccccc21, Cl, Cl, [Na+], [Na+], O=C([O-])[O-]. Product: CCN(CC)CC1CCCCN1CC(=O)N1c2ccccc2C(=O)Nc2cccnc21. RXN SMILES: [CH2:23]([CH3:24])[N:25]([CH2:26][CH3:27])[CH2:28][CH:29]1[NH:30][CH2:31][CH2:32][CH2:33][CH2:34]1.[CH2:44]([OH:45])[CH2:46][CH3:47].[CH3:41][C:42]#[N:43].[Cl:1][CH2:2][C:3](=[O:4])[N:5]1[c:6]2[c:7]([cH:17][cH:18][cH:19][n:20]2)[NH:8][C:9](=[O:16])[c:10]2[c:11]1[cH:12][cH:13][cH:14][cH:15]2.[ClH:21].[ClH:22].[Na+:35].[Na+:36].[O-:37][C:38](=[O:39])[O-:40]>>[CH2:2]([C:3](=[O:4])[N:5]1[c:6]2[c:7]([cH:17][cH:18][cH:19][n:20]2)[NH:8][C:9](=[O:16])[c:10]2[c:11]1[cH:12][cH:13][cH:14][cH:15]2)[N:30]1[CH:29]([CH2:28][N:25]([CH2:23][CH3:24])[CH2:26][CH3:27])[CH2:34][CH2:33][CH2:32][CH2:31]1.